Dataset: the Open Reaction Database (ORD), a public repository of structured organic reaction records. Task: describe an organic reaction: reactants, conditions, products, and yield Reactants: [H-], CI, [Na+], CCOC(=O)Cc1ccc2c(c1)OCCO2, CN(C)C=O, O. Yields the product CCOC(=O)C(C)c1ccc2c(c1)OCCO2. As a reaction SMILES: [H-:18].[I:19][CH3:20].[Na+:17].[O:1]1[c:2]2[c:3]([cH:7][cH:8][c:9]([CH2:11][C:12](=[O:13])[O:14][CH2:15][CH3:16])[cH:10]2)[O:4][CH2:5][CH2:6]1.[O:21]=[CH:22][N:23]([CH3:24])[CH3:25].[OH2:26]>>[O:1]1[c:2]2[c:3]([cH:7][cH:8][c:9]([CH:11]([C:12](=[O:13])[O:14][CH2:15][CH3:16])[CH3:20])[cH:10]2)[O:4][CH2:5][CH2:6]1.